Dataset: the Open Reaction Database (ORD), a public repository of structured organic reaction records. Task: describe an organic reaction: reactants, conditions, products, and yield Yields the product N#Cc1ccc(C2(O)CCC(N3CC(NC(=O)CNC(=O)c4cccc(C(F)(F)F)c4)C3)CC2)cn1. Reaction SMILES: [C-:36]#[N:37].[CH3:62][CH2:63][O:64][C:65](=[O:66])[CH3:67].[CH3:69][OH:70].[F:1][c:2]1[cH:3][cH:4][c:5]([C:8]2([OH:35])[CH2:9][CH2:10][CH:11]([N:14]3[CH2:15][CH:16]([NH:18][C:19](=[O:20])[CH2:21][NH:22][C:23]([c:24]4[cH:25][c:26]([C:30]([F:31])([F:32])[F:33])[cH:27][cH:28][cH:29]4)=[O:34])[CH2:17]3)[CH2:12][CH2:13]2)[cH:6][n:7]1.[K+:38].[NH3:68].[O:39]1[CH2:40][CH2:41][O:42][CH2:43][CH2:44][O:45][CH2:46][CH2:47][O:48][CH2:49][CH2:50][O:51][CH2:52][CH2:53][O:54][CH2:55][CH2:56]1.[O:57]=[CH:58][N:59]([CH3:60])[CH3:61]>>[c:2]1([C:36]#[N:37])[cH:3][cH:4][c:5]([C:8]2([OH:35])[CH2:9][CH2:10][CH:11]([N:14]3[CH2:15][CH:16]([NH:18][C:19](=[O:20])[CH2:21][NH:22][C:23]([c:24]4[cH:25][c:26]([C:30]([F:31])([F:32])[F:33])[cH:27][cH:28][cH:29]4)=[O:34])[CH2:17]3)[CH2:12][CH2:13]2)[cH:6][n:7]1. The reactants are [C-]#N, CCOC(C)=O, CO, O=C(CNC(=O)c1cccc(C(F)(F)F)c1)NC1CN(C2CCC(O)(c3ccc(F)nc3)CC2)C1, [K+], N, C1COCCOCCOCCOCCOCCO1, CN(C)C=O. Starting materials: NC(C(=O)N(C(C)C)CC(OCC)OCC)CC1=CC=C(C=C1)Cl (2-amino-3-(4-chlorophenyl)-N-(2,2-diethoxyethyl)-N-isopropylpropionamide), C=1C=CC2=C(C1)N=NN2O (HOBt), C(C)N1CCOCC1 (N-ethylmorpholine), C(C1=CC=CC=C1)OC(=O)NC(C(=O)O)CNS(=O)(=O)C1=C(C=C(C=C1)Cl)Cl (2-benzyloxycarbonylamino-3-(2,4-dichlorobenzenesulfonylamino)propionic acid). The solvent is CN(C)C=O (DMF), CN(C)C=O (DMF), C(CCl)Cl (EDC). Run at time 12 hour. Product: ClC1=CC=C(C=C1)CC(C(N(C(C)C)CC(OCC)OCC)=O)NC(C(CNS(=O)(=O)C1=C(C=C(C=C1)Cl)Cl)NS(=O)(=O)C)=O (N-{2-(4-Chlorophenyl)-1-[(2,2-diethoxyethyl)isopropylcarbamoyl]ethyl}-3-(2,4-dichlorobenzenesulfonylamino)-2-methanesulfonylaminopropionamide). RXN SMILES: C1C=CC2N(O)N=NC=2C=1.C(N1CCOCC1)C.C(OC([NH:29][CH:30]([CH2:34][NH:35][S:36]([C:39]1[CH:44]=[CH:43][C:42]([Cl:45])=[CH:41][C:40]=1[Cl:46])(=[O:38])=[O:37])[C:31]([OH:33])=O)=O)C1C=CC=CC=1.[NH2:47][CH:48]([CH2:63][C:64]1[CH:69]=[CH:68][C:67]([Cl:70])=[CH:66][CH:65]=1)[C:49]([N:51]([CH2:55][CH:56]([O:60][CH2:61][CH3:62])[O:57][CH2:58][CH3:59])[CH:52]([CH3:54])[CH3:53])=[O:50]>CN(C=O)C.C(Cl)CCl>[Cl:70][C:67]1[CH:66]=[CH:65][C:64]([CH2:63][CH:48]([NH:47][C:31](=[O:33])[CH:30]([NH:29][S:36]([CH3:39])(=[O:38])=[O:37])[CH2:34][NH:35][S:36]([C:39]2[CH:44]=[CH:43][C:42]([Cl:45])=[CH:41][C:40]=2[Cl:46])(=[O:37])=[O:38])[C:49](=[O:50])[N:51]([CH2:55][CH:56]([O:60][CH2:61][CH3:62])[O:57][CH2:58][CH3:59])[CH:52]([CH3:54])[CH3:53])=[CH:69][CH:68]=1. Procedure details: 52 mg of EDC, 45 mg of HOBt and 100 μl of N-ethylmorpholine are added to a solution of 124 mg of 2-benzyloxycarbonylamino-3-(2,4-dichlorobenzenesulfonylamino)propionic acid in 1 ml of DMF. A solution of 100 mg of 2-amino-3-(4-chlorophenyl)-N-(2,2-diethoxyethyl)-N-isopropylpropionamide in 1 ml of DMF is added dropwise thereto, and the solution is left to stir for 12 h. The reaction solution is filtered, mixed with ethyl acetate and then extracted with 5% aqueous sodium bicarbonate solution and aq... Reactants: ice water, [Cl-].[Na+] (sodium chloride), ClC=1C=CC=2N(N1)N=C(N2)C(=O)OC (methyl 6-chloro[1,2,4]triazolo[1,5-b]pyridazine-2-carboxylate), C1(=CC=CC=C1)C(OC1CCN(CC1)CCCN)C1=CC=CC=C1 (4-(diphenylmethoxy)-1-piperidinepropanamine), C(C)N(C(C)C)C(C)C (N-ethyldiisopropylamine). Run in CN(C=O)C (N,N-dimethylformamide). Conditions: temperature 80 celsius. Yields the product C1(=CC=CC=C1)C(OC1CCN(CC1)CCCNC=1C=CC=2N(N1)N=C(N2)C(=O)OC)C2=CC=CC=C2 (Methyl 6-[3-[4-(Diphenylmethoxy)piperidino]propylamino][1,2,4]triazolo[1,5-b]pyridazine-2-carboxylate). Yield: 29.6%. Reaction SMILES: Cl[C:2]1[CH:3]=[CH:4][C:5]2[N:6]([N:8]=[C:9]([C:11]([O:13][CH3:14])=[O:12])[N:10]=2)[N:7]=1.[C:15]1([CH:21]([C:33]2[CH:38]=[CH:37][CH:36]=[CH:35][CH:34]=2)[O:22][CH:23]2[CH2:28][CH2:27][N:26]([CH2:29][CH2:30][CH2:31][NH2:32])[CH2:25][CH2:24]2)[CH:20]=[CH:19][CH:18]=[CH:17][CH:16]=1.C(N(C(C)C)C(C)C)C.[Cl-].[Na+]>CN(C)C=O>[C:33]1([CH:21]([C:15]2[CH:20]=[CH:19][CH:18]=[CH:17][CH:16]=2)[O:22][CH:23]2[CH2:28][CH2:27][N:26]([CH2:29][CH2:30][CH2:31][NH:32][C:2]3[CH:3]=[CH:4][C:5]4[N:6]([N:8]=[C:9]([C:11]([O:13][CH3:14])=[O:12])[N:10]=4)[N:7]=3)[CH2:25][CH2:24]2)[CH:34]=[CH:35][CH:36]=[CH:37][CH:38]=1 |f:3.4|. Procedure details: 0.92 g of methyl 6-chloro[1,2,4]triazolo[1,5-b]pyridazine-2-carboxylate and 1.40 g of 4-(diphenylmethoxy)-1-piperidinepropanamine were suspended in 20 ml of N,N-dimethylformamide; 1.49 ml of N-ethyldiisopropylamine was added, followed by heating and refluxing at 80° C. for 15 hours. After cooling, ice water and sodium chloride were added, followed by extraction with ethyl acetate-tetrahydrofuran (1:2); the extract was washed with saturated saline, dried over magnesium sulfate and concentrated un... Starting materials: C(=O)([O-])[O-].[Na+].[Na+] (Na2CO3), C(C)NC(=O)C1=NOC(=C1I)C1=C(C=C(C(=C1)CC(C)C)OCC1=CC=CC=C1)OCC1=CC=CC=C1 (5-(2,4-Bis-benzyloxy-5-isobutyl-phenyl)-4-iodo-isoxazole-3-carboxylic acid ethylamide), C(=O)C1=CC=C(C=C1)B(O)O (4-formylphenylboronic acid). The reagents and catalysts are Cl[Pd]([P](C1=CC=CC=C1)(C2=CC=CC=C2)C3=CC=CC=C3)([P](C4=CC=CC=C4)(C5=CC=CC=C5)C6=CC=CC=C6)Cl (PdCl2(PPh3)2). Run in CN(C)C=O (DMF). Run at time 2 hour. Product: C(C)NC(=O)C1=NOC(=C1C1=CC=C(C=C1)C=O)C1=C(C=C(C(=C1)CC(C)C)OCC1=CC=CC=C1)OCC1=CC=CC=C1 (5-(2,4-bis-benzyloxy-5-isobutyl-phenyl)-4-(4-formyl-phenyl)-isoxazole-3-carboxylic acid ethylamide). RXN SMILES: [CH2:1]([NH:3][C:4]([C:6]1[C:10](I)=[C:9]([C:12]2[CH:17]=[C:16]([CH2:18][CH:19]([CH3:21])[CH3:20])[C:15]([O:22][CH2:23][C:24]3[CH:29]=[CH:28][CH:27]=[CH:26][CH:25]=3)=[CH:14][C:13]=2[O:30][CH2:31][C:32]2[CH:37]=[CH:36][CH:35]=[CH:34][CH:33]=2)[O:8][N:7]=1)=[O:5])[CH3:2].C([O-])([O-])=O.[Na+].[Na+].[CH:44]([C:46]1[CH:51]=[CH:50][C:49](B(O)O)=[CH:48][CH:47]=1)=[O:45]>CN(C=O)C.Cl[Pd](Cl)([P](C1C=CC=CC=1)(C1C=CC=CC=1)C1C=CC=CC=1)[P](C1C=CC=CC=1)(C1C=CC=CC=1)C1C=CC=CC=1>[CH2:1]([NH:3][C:4]([C:6]1[C:10]([C:49]2[CH:50]=[CH:51][C:46]([CH:44]=[O:45])=[CH:47][CH:48]=2)=[C:9]([C:12]2[CH:17]=[C:16]([CH2:18][CH:19]([CH3:21])[CH3:20])[C:15]([O:22][CH2:23][C:24]3[CH:29]=[CH:28][CH:27]=[CH:26][CH:25]=3)=[CH:14][C:13]=2[O:30][CH2:31][C:32]2[CH:37]=[CH:36][CH:35]=[CH:34][CH:33]=2)[O:8][N:7]=1)=[O:5])[CH3:2] |f:1.2.3,^1:62,81|. Procedure: 5-(2,4-Bis-benzyloxy-5-isobutyl-phenyl)-4-iodo-isoxazole-3-carboxylic acid ethylamide (1 eq) was dissolved in DMF and 1M Na2CO3 (aq) (3 eq) was added, followed by 4-formylphenylboronic acid (2 eq) and catalytic PdCl2(PPh3)2. Nitrogen was bubbled through the solution for ten minutes at ambient temperature, after which time, the temperature was elevated to 80° C. under a nitrogen atmosphere, for 2 hours. The reaction mixture was allowed to cool to room temperature and the reaction mixture was dilu... The reactants are C(C1=CC=CC=C1)N1N=C(N=N1)[C@@H]1[C@H]([C@H]([C@@H](O1)N1C2=NC(=NC(=C2N=C1)NCC(C1=CC=CC=C1)C1=CC=CC=C1)N1C[C@@H](CC1)NC(=O)NC=1C=NC=CC1)O)O (1-{(R)-1-[9-[(2R,3R,4S,5R)-5-(2-Benzyl-2H-tetrazol-5-yl)-3,4-dihydroxy-tetrahydro-furan-2-yl]-6-(2,2-diphenyl-ethylamino)-9H-purin-2-yl]-pyrrolidin-3-yl}-3-pyridin-3-yl-urea), C(=O)[O-].[NH4+] (ammonium formate). The reagents and catalysts are [Pd] (palladium on carbon). Run in CCO (EtOH). Run at temperature 50 celsius. The product is O[C@H]1[C@@H](O[C@@H]([C@H]1O)C=1N=NNN1)N1C2=NC(=NC(=C2N=C1)NCC(C1=CC=CC=C1)C1=CC=CC=C1)N1C[C@@H](CC1)NC(=O)NC=1C=NC=CC1 (1-((R)-1-[9-[(2R,3R,4S,5R)-3,4-Dihydroxy-5-(2H-tetrazol-5-yl)-tetrahydro-furan-2-yl]-6-(2,2-diphenyl-ethylamino)-9H-purin-2-yl]-pyrrolidin-3-yl}-3-pyridin-3-yl-urea). RXN SMILES: C([N:8]1[N:12]=[N:11][C:10]([C@H:13]2[O:17][C@@H:16]([N:18]3[CH:26]=[N:25][C:24]4[C:19]3=[N:20][C:21]([N:42]3[CH2:46][CH2:45][C@@H:44]([NH:47][C:48]([NH:50][C:51]5[CH:52]=[N:53][CH:54]=[CH:55][CH:56]=5)=[O:49])[CH2:43]3)=[N:22][C:23]=4[NH:27][CH2:28][CH:29]([C:36]3[CH:41]=[CH:40][CH:39]=[CH:38][CH:37]=3)[C:30]3[CH:35]=[CH:34][CH:33]=[CH:32][CH:31]=3)[C@H:15]([OH:57])[C@@H:14]2[OH:58])=[N:9]1)C1C=CC=CC=1.C([O-])=O.[NH4+]>CCO.[Pd]>[OH:57][C@@H:15]1[C@H:14]([OH:58])[C@@H:13]([C:10]2[N:11]=[N:12][NH:8][N:9]=2)[O:17][C@H:16]1[N:18]1[CH:26]=[N:25][C:24]2[C:19]1=[N:20][C:21]([N:42]1[CH2:46][CH2:45][C@@H:44]([NH:47][C:48]([NH:50][C:51]3[CH:52]=[N:53][CH:54]=[CH:55][CH:56]=3)=[O:49])[CH2:43]1)=[N:22][C:23]=2[NH:27][CH2:28][CH:29]([C:30]1[CH:31]=[CH:32][CH:33]=[CH:34][CH:35]=1)[C:36]1[CH:41]=[CH:40][CH:39]=[CH:38][CH:37]=1 |f:1.2|. Procedure: A solution of 1-{(R)-1-[9-[(2R,3R,4S,5R)-5-(2-Benzyl-2H-tetrazol-5-yl)-3,4-dihydroxy-tetrahydro-furan-2-yl]-6-(2,2-diphenyl-ethylamino)-9H-purin-2-yl]-pyrrolidin-3-yl}-3-pyridin-3-yl-urea in EtOH under an inert atmosphere of argon is treated with 10% palladium on carbon followed by ammonium formate. The reaction mixture is heated to 50° C. for 4 hours and then filtered through Celite®. The filtrate is concentrated in vacuo to afford the title compound. Procedure details: A solution of 10.0 g (56.2 mmol) of 4-(2-methylpropyl)benzoic acid, 10.8 g (56.2 mmol) of 1-(3-dimethylaminopropyl)-3-ethylcarbodiimide hydrochloride and 7.6 g (56.2 mmol) of 1-hydroxybenzotriazole hydrate in 70 mL of DMF was stirred at rt for 30 min. N-Hydroxy-4-(hydroxymethyl)benzamidine (9.3 g, 56.2 mmol, from Step A) was added to the reaction mixture at rt and the resulting slurry was stirred at 140° C. for additional 2 h. The reaction was cooled to rt and quenched with 50 mL of water. The a... Reaction SMILES: [CH3:1][CH:2]([CH3:13])[CH2:3][C:4]1[CH:12]=[CH:11][C:7]([C:8]([OH:10])=O)=[CH:6][CH:5]=1.Cl.CN(C)CCCN=C=NCC.O.ON1C2C=CC=CC=2N=N1.O[NH:38][C:39](=[NH:48])[C:40]1[CH:45]=[CH:44][C:43]([CH2:46][OH:47])=[CH:42][CH:41]=1>CN(C=O)C>[CH3:13][CH:2]([CH3:1])[CH2:3][C:4]1[CH:5]=[CH:6][C:7]([C:8]2[O:10][N:48]=[C:39]([C:40]3[CH:45]=[CH:44][C:43]([CH2:46][OH:47])=[CH:42][CH:41]=3)[N:38]=2)=[CH:11][CH:12]=1 |f:1.2,3.4|. The reactants are ONC(C1=CC=C(C=C1)CO)=N (N-Hydroxy-4-(hydroxymethyl)benzamidine), CC(CC1=CC=C(C(=O)O)C=C1)C (4-(2-methylpropyl)benzoic acid), Cl.CN(CCCN=C=NCC)C (1-(3-dimethylaminopropyl)-3-ethylcarbodiimide hydrochloride), O.ON1N=NC2=C1C=CC=C2 (1-hydroxybenzotriazole hydrate). Solvent: CN(C)C=O (DMF). Yield: 95.2%. Product: CC(CC1=CC=C(C=C1)C1=NC(=NO1)C1=CC=C(C=C1)CO)C (4-(5-(4-(2-Methylpropyl)phenyl)-1,2,4-oxadiazol-3-yl)phenylmethanol). Reaction conditions: temperature 140 celsius, time 2 hour. Reactants: ClC=1N=CC=2CN=C(C3=C(C2N1)C=CC(=C3)Cl)C3=C(C=CC=C3)F (2,9-dichloro-7-(2-fluorophenyl)-5H-pyrimido[5,4-d][2]benzazepine), CN1CCNCC1 (N-methylpiperazine), [OH-].[NH4+] (ammonium hydroxide), ice water. Run in CN(C=O)C (N,N-dimethylformamide). Yields the product Cl.ClC1=CC2=C(C3=C(CN=C2C2=C(C=CC=C2)F)C=NC(=N3)N3CCN(CC3)C)C=C1 (9-Chloro-7-(2-fluorophenyl)-2-(4-methyl-1-piperazinyl)-5H-pyrimido[5,4-d][2]benzazepine hydrochloride). As a reaction SMILES: [Cl:1][C:2]1[N:3]=[CH:4][C:5]2[CH2:6][N:7]=[C:8]([C:18]3[CH:23]=[CH:22][CH:21]=[CH:20][C:19]=3[F:24])[C:9]3[CH:16]=[C:15]([Cl:17])[CH:14]=[CH:13][C:10]=3[C:11]=2[N:12]=1.[CH3:25][N:26]1[CH2:31][CH2:30][NH:29][CH2:28][CH2:27]1.[OH-].[NH4+]>CN(C)C=O>[ClH:1].[Cl:17][C:15]1[CH:14]=[CH:13][C:10]2[C:11]3[N:12]=[C:2]([N:29]4[CH2:30][CH2:31][N:26]([CH3:25])[CH2:27][CH2:28]4)[N:3]=[CH:4][C:5]=3[CH2:6][N:7]=[C:8]([C:18]3[CH:23]=[CH:22][CH:21]=[CH:20][C:19]=3[F:24])[C:9]=2[CH:16]=1 |f:2.3,5.6|. Reported procedure: To a solution of 3.0 g (0.00838 mol) of 2,9-dichloro-7-(2-fluorophenyl)-5H-pyrimido[5,4-d][2]benzazepine in 8 ml of N,N-dimethylformamide was added 2 g (0.02 mol) of N-methylpiperazine. After 20 hr ice water (40 ml) was added to the reaction which was then filtered. The solid was partitioned between 50 ml of dichloromethane and 50 ml of 1N hydrochloric acid, and the pH was adjusted to 1-2 with ammonium hydroxide. The resulting precipitate was filtered and recrystallized twice from methanol to gi... The reactants are CC=1NC=CN1 (2-methylimidazole), [H-].[Na+] (sodium hydride), BrCCCC1CCN(CC1)C=O (4(3-bromopropyl)piperidine carboxaldehyde). Run in CN(C=O)C (dimethylformamide), CN(C=O)C (dimethylformamide). Conditions: time 0.5 hour. Product: CC=1N(C=CN1)CCCC1CCN(CC1)C=O (4-[3-(2-methyl-1H-imidazol-1-yl)-propyl]-1-piperidinecarboxaldehyde). Yield: 83.5%. Reaction SMILES: [CH3:1][C:2]1[NH:3][CH:4]=[CH:5][N:6]=1.[H-].[Na+].Br[CH2:10][CH2:11][CH2:12][CH:13]1[CH2:18][CH2:17][N:16]([CH:19]=[O:20])[CH2:15][CH2:14]1>CN(C)C=O>[CH3:1][C:2]1[N:3]([CH2:10][CH2:11][CH2:12][CH:13]2[CH2:14][CH2:15][N:16]([CH:19]=[O:20])[CH2:17][CH2:18]2)[CH:4]=[CH:5][N:6]=1 |f:1.2|. Reported procedure: A mixture of 2-methylimidazole (2 g, 0.025M) and sodium hydride (1.2 g, 50% in mineral oil, 0.025M) in dimethylformamide (20 ml) was stirred at room temperature for 1/2 hr. The reaction mixture was then heated at 50° C. and the solution of 4(3-bromopropyl)piperidine carboxaldehyde (4.6 g, 0.02M) in dimethylformamide (20 ml) was added slowly. After completing the addition, the reaction was heated at 50° C. for 4 hrs and then solvent was removed in vacuo. Water (80 ml) was added to the residue and... Reactants: CC(C)(C)N, C1CCOC1, CCOCC, O=S(=O)(Cl)c1ccc(Cl)s1. The product is CC(C)(C)NS(=O)(=O)c1ccc(Cl)s1. As a reaction SMILES: [C:11]([CH3:12])([CH3:13])([CH3:14])[NH2:15].[CH2:16]1[O:17][CH2:18][CH2:19][CH2:20]1.[CH3:21][CH2:22][O:23][CH2:24][CH3:25].[Cl:1][c:2]1[cH:3][cH:4][c:5]([S:7](=[O:8])(=[O:9])[Cl:10])[s:6]1>>[Cl:1][c:2]1[cH:3][cH:4][c:5]([S:7](=[O:8])(=[O:9])[NH:15][C:11]([CH3:12])([CH3:13])[CH3:14])[s:6]1.